Dataset: the Open Reaction Database (ORD), a public repository of structured organic reaction records. Task: describe an organic reaction: reactants, conditions, products, and yield The reactants are ClC1=NC=CC=C1O (2-chloropyridin-3-ol), C(=O)([O-])[O-].[K+].[K+] (K2CO3), BrCC1=CC=CC=C1 ((bromomethyl)benzene). The solvent is CC(=O)C (acetone). Conditions: temperature 50 celsius, time 8 hour. The product is C(C1=CC=CC=C1)OC=1C(=NC=CC1)Cl (3-(benzyloxy)-2-chloropyridine). The yield is 81.2%. As a reaction SMILES: [Cl:1][C:2]1[C:7]([OH:8])=[CH:6][CH:5]=[CH:4][N:3]=1.C([O-])([O-])=O.[K+].[K+].Br[CH2:16][C:17]1[CH:22]=[CH:21][CH:20]=[CH:19][CH:18]=1>CC(C)=O>[CH2:16]([O:8][C:7]1[C:2]([Cl:1])=[N:3][CH:4]=[CH:5][CH:6]=1)[C:17]1[CH:22]=[CH:21][CH:20]=[CH:19][CH:18]=1 |f:1.2.3|. Procedure details: To a solution of 2-chloropyridin-3-ol (16.3 g, 125 mmol) and K2CO3 (24.3 g, 176 mmol) in acetone (150 ml) was added dropwise (bromomethyl)benzene (17.9 ml, 151 mmol). The mixture was stirred overnight at 50° C. and then concentrated to dryness. Water (100 ml) was added and the mixture extracted with CH2Cl2. The organics were dried over Na2SO4, and concentrated to a crude residue that was dissolved in 20 ml CH2Cl2. Et2O (250 ml) was added and then the solvent was decanted from the residue. The re... Yields the product FC=1C=CC(=C(C1)C1=CC=C(C=C1)S(=O)(=O)C)C=O (5'-Fluoro-2'-Formyl-4-Methylsulfonyl biphenyl). Procedure: 5'-Fluoro-2'-formyl-4-methylthiobiphenyl (10 mmol) (Example 1E) in THF (20 ml) is charged dropwise with oxone® (6 mmol) and tetrabutylammonium hydrogensulfate (1 mmol) in water (15 ml). The mixture is stirred at room temperature for 1 hour. The suspension is poured into water (300 ml), the precipitate is filtered off, is washed with water and is dried in vacuo to give the title product. The reagents and catalysts are S(=O)(=O)(O)[O-].C(CCC)[N+](CCCC)(CCCC)CCCC (tetrabutylammonium hydrogensulfate). Reaction SMILES: [F:1][C:2]1[CH:3]=[CH:4][C:5]([CH:16]=[O:17])=[C:6]([C:8]2[CH:13]=[CH:12][C:11](SC)=[CH:10][CH:9]=2)[CH:7]=1.O[O:19][S:20]([O-:22])=O.[K+].[CH2:24]1COCC1>S([O-])(O)(=O)=O.C([N+](CCCC)(CCCC)CCCC)CCC.O>[F:1][C:2]1[CH:3]=[CH:4][C:5]([CH:16]=[O:17])=[C:6]([C:8]2[CH:13]=[CH:12][C:11]([S:20]([CH3:24])(=[O:22])=[O:19])=[CH:10][CH:9]=2)[CH:7]=1 |f:1.2,4.5|. Reactants: FC=1C=CC(=C(C1)C1=CC=C(C=C1)SC)C=O (5'-Fluoro-2'-formyl-4-methylthiobiphenyl), OOS(=O)[O-].[K+] (oxone), C1CCOC1 (THF). Run in O (water), O (water). Conditions: time 1 hour.